From a dataset of the Open Reaction Database (ORD), a public repository of structured organic reaction records. describe an organic reaction: reactants, conditions, products, and yield Reactants: Cl (hydrochloric acid), CC(C)([O-])C.[Na+] (sodium tert-butoxide), CI (methyl iodide), ClC=1C=C(C=CC1)C1=C(C(N(C2=NC(=CC=C12)C)CC)=O)CCCO (4-(3-chlorophenyl)-1-ethyl-3-(3-hydroxypropyl)-7-methyl-1,8-naphthyridin-2(1H)-one). The solvent is O (water), C(C)(C)(C)O (tert-butanol). Reaction conditions: temperature 60 celsius. The product is ClC=1C=C(C=CC1)C1=C(C(N(C2=NC(=CC=C12)C)CC)=O)CCCOC (4-(3-chlorophenyl)-1-ethyl-3-(3-methoxypropyl)-7-methyl-1,8-naphthyridin-2(1H)-one). The yield is 34.6%. Reaction SMILES: [Cl:1][C:2]1[CH:3]=[C:4]([C:8]2[C:17]3[C:12](=[N:13][C:14]([CH3:18])=[CH:15][CH:16]=3)[N:11]([CH2:19][CH3:20])[C:10](=[O:21])[C:9]=2[CH2:22][CH2:23][CH2:24][OH:25])[CH:5]=[CH:6][CH:7]=1.[CH3:26]C(C)([O-])C.[Na+].CI.Cl>O.C(O)(C)(C)C>[Cl:1][C:2]1[CH:3]=[C:4]([C:8]2[C:17]3[C:12](=[N:13][C:14]([CH3:18])=[CH:15][CH:16]=3)[N:11]([CH2:19][CH3:20])[C:10](=[O:21])[C:9]=2[CH2:22][CH2:23][CH2:24][O:25][CH3:26])[CH:5]=[CH:6][CH:7]=1 |f:1.2|. Procedure: To a 10 ml tert-butanol solution containing 500 mg of 4-(3-chlorophenyl)-1-ethyl-3-(3-hydroxypropyl)-7-methyl-1,8-naphthyridin-2(1H)-one were added 300 mg of sodium tert-butoxide and 0.2 ml of methyl iodide successively, followed by stirring under heating at an oil bath temperature of 60° C. for 2 hours. After the reaction mixture was cooled to room temperature, water and 1M hydrochloric acid were added thereto, and the whole was extracted with ethyl acetate. The organic layer was washed with sa... The product is ClC=1N=CN(C1)C1=C(C=C(C=C1)NC1=NN2C(C(CCCC2)(O)C2=CC=C(C=C2)F)=N1)OC (2-(4-(4-chloro-1H-imidazol-1-yl)-3-methoxyphenylamino)-9-(4-fluorophenyl)-6,7,8,9-tetrahydro-5H-[1,2,4]triazolo[1,5-a]azepin-9-ol). Reaction conditions: time 16 hour. Isolated yield 9.7%. Starting materials: FC1=CC=C(C=C1)[Mg]Br.C1CCOC1 ((4-fluorophenyl)magnesium bromide THF), ClC=1N=CN(C1)C1=C(C=C(C=C1)NC1=NN2C(C(CCCC2)=O)=N1)OC (2-(4-(4-chloro-1H-imidazol-1-yl)-3-methoxyphenylamino)-7,8-dihydro-5H-[1,2,4]triazolo[1,5-a]azepin-9(6H)-one), FC1=CC=C(C=C1)[Mg]Br.C1CCOC1 ((4-fluorophenyl)magnesium bromide THF). Reaction SMILES: [Cl:1][C:2]1[N:3]=[CH:4][N:5]([C:7]2[CH:12]=[CH:11][C:10]([NH:13][C:14]3[N:24]=[C:17]4[C:18](=[O:23])[CH2:19][CH2:20][CH2:21][CH2:22][N:16]4[N:15]=3)=[CH:9][C:8]=2[O:25][CH3:26])[CH:6]=1.[F:27][C:28]1[CH:33]=[CH:32][C:31]([Mg]Br)=[CH:30][CH:29]=1.C1COCC1>C1COCC1>[Cl:1][C:2]1[N:3]=[CH:4][N:5]([C:7]2[CH:12]=[CH:11][C:10]([NH:13][C:14]3[N:24]=[C:17]4[C:18]([C:31]5[CH:32]=[CH:33][C:28]([F:27])=[CH:29][CH:30]=5)([OH:23])[CH2:19][CH2:20][CH2:21][CH2:22][N:16]4[N:15]=3)=[CH:9][C:8]=2[O:25][CH3:26])[CH:6]=1 |f:1.2|. The solvent is C1CCOC1 (THF). Reported procedure: To a suspension of 2-(4-(4-chloro-1H-imidazol-1-yl)-3-methoxyphenylamino)-7,8-dihydro-5H-[1,2,4]triazolo[1,5-a]azepin-9(6H)-one (28 mg, 0.075 mmol) in THF (0.5 mL) was added (4-fluorophenyl)magnesium bromide/THF (0.188 mL, 0.188 mmol) at −20° C. under nitrogen. After warming from −20° C. to rt, the mixture was stirred for 16 h. An additional portion of (4-fluorophenyl)magnesium bromide/THF (0.225 mL, 0.225 mmol) was added. The rxn was stirred an additional 3 h at rt, then 4 h at 60° C. The react...